Dataset: the Open Reaction Database (ORD), a public repository of structured organic reaction records. Task: describe an organic reaction: reactants, conditions, products, and yield The reactants are C=C(C)C(=O)N=C=O, ClC(Cl)Cl, ClCCCl, Oc1ccccc1. Yields the product C=C(C)C(=O)NC(=O)Oc1ccccc1. As a reaction SMILES: [C:1]([C:2](=[CH2:3])[CH3:4])(=[O:5])[N:6]=[C:7]=[O:8].[CH:20]([Cl:21])([Cl:22])[Cl:23].[Cl:16][CH2:17][CH2:18][Cl:19].[OH:9][c:10]1[cH:11][cH:12][cH:13][cH:14][cH:15]1>>[C:1]([C:2](=[CH2:3])[CH3:4])(=[O:5])[NH:6][C:7](=[O:8])[O:9][c:10]1[cH:11][cH:12][cH:13][cH:14][cH:15]1. Reactants: CC(C)(C)[O-].[K+] (Potassium tert-butylate), [NH4+].[Cl-] (NH4Cl), C(C1=CC=CC=C1)N1CC(C(CC1)=O)C (1-benzyl-3-methylpiperidin-4-one). The reagents and catalysts are [Br-].C[P+](C1=CC=CC=C1)(C1=CC=CC=C1)C1=CC=CC=C1 (methyltriphenylphosphonium bromide). Run in C1CCOC1 (THF). Run at temperature 0 celsius, time 30 minute. Product: C(C1=CC=CC=C1)N1CC(C(CC1)=C)C (1-benzyl-3-methyl-4-methylene piperidine). RXN SMILES: [CH3:1]C([O-])(C)C.[K+].[CH2:7]([N:14]1[CH2:19][CH2:18][C:17](=O)[CH:16]([CH3:21])[CH2:15]1)[C:8]1[CH:13]=[CH:12][CH:11]=[CH:10][CH:9]=1.[NH4+].[Cl-]>[Br-].C[P+](C1C=CC=CC=1)(C1C=CC=CC=1)C1C=CC=CC=1.C1COCC1>[CH2:7]([N:14]1[CH2:19][CH2:18][C:17](=[CH2:1])[CH:16]([CH3:21])[CH2:15]1)[C:8]1[CH:13]=[CH:12][CH:11]=[CH:10][CH:9]=1 |f:0.1,3.4,5.6|. Reported procedure: Potassium tert-butylate (2.1 g, 18.8 mmol, dissolved in 20 ml abs. THF) was added within 30 min to a suspension of methyltriphenylphosphonium bromide (7.5 g, 21 mmol) in dry THF (20 ml) under argon at 0° C. The reaction mixture was stirred for 30 min at 0° C. before 1-benzyl-3-methylpiperidin-4-one (3.05 g, 15 mmol, dissolved in abs. THF (20 ml)) was added dropwise within 30 min at 0° C. The reaction mixture was stirred for 30 min at 0° C. and brought to RT within 1 h and stirred for a further 1... Reactants: COC(=O)[C@@H]1CC[C@H](CC1)C=1OC=C(N1)C (trans-4-(4-methyl-oxazol-2-yl)-cyclohexanecarboxylic acid methyl ester), ClN1C(CCC1=O)=O (N-chlorosuccinimide). Run in CN(C=O)C (N,N-dimethylformamide). Product: COC(=O)[C@@H]1CC[C@H](CC1)C=1OC(=C(N1)C)Cl (trans-4-(5-Chloro-4-methyl-oxazol-2-yl)-cyclohexanecarboxylic acid methyl ester). Isolated yield 89.2%. Reaction SMILES: [CH3:1][O:2][C:3]([C@H:5]1[CH2:10][CH2:9][C@H:8]([C:11]2[O:12][CH:13]=[C:14]([CH3:16])[N:15]=2)[CH2:7][CH2:6]1)=[O:4].[Cl:17]N1C(=O)CCC1=O>CN(C)C=O>[CH3:1][O:2][C:3]([C@H:5]1[CH2:6][CH2:7][C@H:8]([C:11]2[O:12][C:13]([Cl:17])=[C:14]([CH3:16])[N:15]=2)[CH2:9][CH2:10]1)=[O:4]. Procedure details: A solution of trans-4-(4-methyl-oxazol-2-yl)-cyclohexanecarboxylic acid methyl ester (277 mg, 1.24 mmol) and N-chlorosuccinimide (182 mg, 1.36 mmol) in N,N-dimethylformamide (2.5 ml) was stirred for 6 h at room temperature. The reaction mixture was partitioned between tert-butyl methyl ether (25 ml) and 0.1 M aqueous sodium hydroxide solution (25 ml). The layers were separated. The aqueous layer was extracted with one 25-ml portion of tert-butyl methyl ether. The combined organic layers were was... Yields the product COc1ncc(C(=O)Cc2c(Cl)cncc2Cl)cc1OC1CCCC1. As a reaction SMILES: [C:47]([O:48][CH3:49])([CH3:50])([CH3:51])[CH3:52].[CH2:1]([Li:2])[CH2:3][CH2:4][CH3:5].[CH3:53][CH2:54][CH2:55][CH2:56][CH3:57].[CH:22]1([O:27][c:28]2[c:29]([O:38][CH3:39])[n:30][cH:31][c:32]([C:33](=[O:34])[O:35][CH3:36])[cH:37]2)[CH2:23][CH2:24][CH2:25][CH2:26]1.[CH:6]([NH:7][CH:8]([CH3:9])[CH3:10])([CH3:11])[CH3:12].[Cl-:40].[Cl:13][c:14]1[cH:15][n:16][cH:17][c:18]([Cl:21])[c:19]1[CH3:20].[NH4+:41].[O:42]1[CH2:43][CH2:44][CH2:45][CH2:46]1>>[Cl:13][c:14]1[cH:15][n:16][cH:17][c:18]([Cl:21])[c:19]1[CH2:20][C:33]([c:32]1[cH:31][n:30][c:29]([O:38][CH3:39])[c:28]([O:27][CH:22]2[CH2:23][CH2:24][CH2:25][CH2:26]2)[cH:37]1)=[O:34]. Starting materials: COC(C)(C)C, [Li]CCCC, CCCCC, COC(=O)c1cnc(OC)c(OC2CCCC2)c1, CC(C)NC(C)C, [Cl-], Cc1c(Cl)cncc1Cl, [NH4+], C1CCOC1. Starting materials: N#CN.[Na] (monosodium cyanamide), [N+](=O)([O-])C1=CC=C(C=C1)N=C=S ((4-nitrophenyl)isothiocyanate). The solvent is C(C)O (ethanol). Run at time 1 hour. The product is C(#N)NC(=S)NC1=CC=C(C=C1)[N+](=O)[O-] (N-Cyano-N'-4-nitrophenylthiourea). The yield is 61.2%. As a reaction SMILES: [N:1]#[C:2][NH2:3].[Na].[N+:5]([C:8]1[CH:13]=[CH:12][C:11]([N:14]=[C:15]=[S:16])=[CH:10][CH:9]=1)([O-:7])=[O:6]>C(O)C>[C:2]([NH:3][C:15]([NH:14][C:11]1[CH:10]=[CH:9][C:8]([N+:5]([O-:7])=[O:6])=[CH:13][CH:12]=1)=[S:16])#[N:1] |f:0.1,^1:3|. Reported procedure: The suspension of monosodium cyanamide (6.4 g, 100 mmol) in absolute ethanol (170 mL) was slowly treated with (4-nitrophenyl)isothiocyanate (12.5 mL, 104.5 mmol). The reaction was allowed to stir at room temperature for 1 hour and then heated at 75° C. for 4 hours. The reaction was cooled to room temperature and the colorless solid was filtered and washed with ethanol to give the title A compound (13.6 g), m.p. >250° C. Reactants: FC1=CC=C(C=C1)OC(N(C)[C@@H]1CNC[C@H]1C1=CC=C(C=C1)Cl)=O ([(3S,4R)-4-(4-chloro-phenyl)-pyrrolidin-3-yl]-methyl-carbamic acid 4-fluoro-phenyl ester), C1(CC1)N1CCC(CC1)C(=O)O (1-cyclopropyl-piperidine-4-carboxylic acid). Yields the product FC1=CC=C(C=C1)OC(N(C)[C@@H]1CN(C[C@H]1C1=CC=C(C=C1)Cl)C(=O)C1CCN(CC1)C1CC1)=O ([(3S,4R)-4-(4-chloro-phenyl)-1-(1-cyclopropyl-piperidine-4-carbonyl)-pyrrolidin-3-yl]-methyl-carbamic acid 4-fluoro-phenyl ester). RXN SMILES: [F:1][C:2]1[CH:7]=[CH:6][C:5]([O:8][C:9](=[O:24])[N:10]([C@H:12]2[C@H:16]([C:17]3[CH:22]=[CH:21][C:20]([Cl:23])=[CH:19][CH:18]=3)[CH2:15][NH:14][CH2:13]2)[CH3:11])=[CH:4][CH:3]=1.[CH:25]1([N:28]2[CH2:33][CH2:32][CH:31]([C:34](O)=[O:35])[CH2:30][CH2:29]2)[CH2:27][CH2:26]1>>[F:1][C:2]1[CH:7]=[CH:6][C:5]([O:8][C:9](=[O:24])[N:10]([C@H:12]2[C@H:16]([C:17]3[CH:22]=[CH:21][C:20]([Cl:23])=[CH:19][CH:18]=3)[CH2:15][N:14]([C:34]([CH:31]3[CH2:30][CH2:29][N:28]([CH:25]4[CH2:26][CH2:27]4)[CH2:33][CH2:32]3)=[O:35])[CH2:13]2)[CH3:11])=[CH:4][CH:3]=1. Reported procedure: In analogy to the procedure described for the synthesis of example 44 (step c), the title compound [(3S,4R)-4-(4-chloro-phenyl)-1-(1-cyclopropyl-piperidine-4-carbonyl)-pyrrolidin-3-yl]-methyl-carbamic acid 4-fluoro-phenyl ester was prepared from [(3S,4R)-4-(4-chloro-phenyl)-pyrrolidin-3-yl]-methyl-carbamic acid 4-fluoro-phenyl ester instead of [(3S,4R)-4-(3,4-dichloro-phenyl)-pyrrolidin-3-yl]-methyl-carbamic acid 4-fluoro-phenyl ester using 1-cyclopropyl-piperidine-4-carboxylic acid instead of 1... Reaction conditions: time 10 minute. As a reaction SMILES: [NH2:1][C:2]1[N:10]=[C:9]2[C:5]([N:6]=[CH:7][N:8]2[CH2:11][CH:12]([CH2:15][CH2:16][OH:17])[CH2:13][OH:14])=[C:4](Cl)[N:3]=1.C(O)=[O:20]>>[OH:17][CH2:16][CH2:15][CH:12]([CH2:13][OH:14])[CH2:11][N:8]1[CH:7]=[N:6][C:5]2[C:4](=[O:20])[NH:3][C:2]([NH2:1])=[N:10][C:9]1=2. Isolated yield 60.0%. Product: OCCC(CN1C=2N=C(NC(C2N=C1)=O)N)CO ((-)-9-(4-hydroxy-2-hydroxymethylbutyl)guanine). The reactants are NC1=NC(=C2N=CN(C2=N1)CC(CO)CCO)Cl ((-)-2-(2-amino-6-chlorpurin-9-ylmethyl)-1,4-butanediol), C(=O)O (formic acid). Procedure: A solution of (-)-2-(2-amino-6-chlorpurin-9-ylmethyl)-1,4-butanediol (11.5 mg, 0.0423 mmol) in 50% aqueous formic acid (0.75 ml) was kept at 100° C./2 h and then evaporated to dryness, dissolved in 2 ml of water and lyophilized. The product was dissolved in 1 ml of water, 2 drops of conc. aqueous ammonia was added and the solution kept at 100° C. for 10 min, flushed with nitrogen to remove ammonia, and lyophilized. The residue was dissolved by warming with 1.2 ml of 20% aqueous methanol and the ... Reactants: C1(=CC=CC=C1)C=1N=C(SC1C1=CC=CC=C1)CCC=1C=C(OCC(=O)OC)C=CC1 (methyl [3-[2-(4,5-diphenyl-2-thiazolyl)ethyl]phenoxy]acetate), [OH-].[Na+] (NaOH). Conditions: time 20 minute. The solvent is CO (methanol). Product: C1(=CC=CC=C1)C=1N=C(SC1C1=CC=CC=C1)CCC=1C=C(OCC(=O)O)C=CC1 ([3-[2-(4,5-diphenyl-2-thiazolyl)ethyl)phenoxy]acetic acid). Isolated yield 79.0%. Procedure details: A mixture of methyl [3-[2-(4,5-diphenyl-2-thiazolyl)ethyl]phenoxy]acetate (2.70 g, 6mmol), 5N NaOH solution (3.77mL, 18mmol) and methanol (40 mL) was heated to reflux on a steam bath. After 20 minutes, the mixture was cooled, the methanol removed and the residue diluted with water and 2N HCl solution. The precipitate was filtered off, washed with water and dried in air. Recrystallization from a mixture of CH2Cl2 and hexanes provide [3-[2-(4,5-diphenyl-2-thiazolyl)ethyl)phenoxy]acetic acid (1.97 ... As a reaction SMILES: [C:1]1([C:7]2[N:8]=[C:9]([CH2:18][CH2:19][C:20]3[CH:21]=[C:22]([CH:29]=[CH:30][CH:31]=3)[O:23][CH2:24][C:25]([O:27]C)=[O:26])[S:10][C:11]=2[C:12]2[CH:17]=[CH:16][CH:15]=[CH:14][CH:13]=2)[CH:6]=[CH:5][CH:4]=[CH:3][CH:2]=1.[OH-].[Na+]>CO>[C:1]1([C:7]2[N:8]=[C:9]([CH2:18][CH2:19][C:20]3[CH:21]=[C:22]([CH:29]=[CH:30][CH:31]=3)[O:23][CH2:24][C:25]([OH:27])=[O:26])[S:10][C:11]=2[C:12]2[CH:13]=[CH:14][CH:15]=[CH:16][CH:17]=2)[CH:2]=[CH:3][CH:4]=[CH:5][CH:6]=1 |f:1.2|.